Dataset: the Open Reaction Database (ORD), a public repository of structured organic reaction records. Task: describe an organic reaction: reactants, conditions, products, and yield Reactants: CCOC(=O)Cc1ccc(OC)c(Oc2ccc(NC(=O)C(C)(C)C)cc2CN2CCOC2=O)c1, CO, [Li+], [OH-], O. The product is COc1ccc(CC(=O)O)cc1Oc1ccc(NC(=O)C(C)(C)C)cc1CN1CCOC1=O. Reaction SMILES: [CH2:1]([CH3:2])[O:3][C:4]([CH2:5][c:6]1[cH:7][c:8]([O:14][c:15]2[c:16]([CH2:28][N:29]3[C:30](=[O:34])[O:31][CH2:32][CH2:33]3)[cH:17][c:18]([NH:21][C:22]([C:23]([CH3:24])([CH3:25])[CH3:26])=[O:27])[cH:19][cH:20]2)[c:9]([O:12][CH3:13])[cH:10][cH:11]1)=[O:35].[CH3:38][OH:39].[Li+:37].[OH-:36].[OH2:40]>>[O:3]=[C:4]([CH2:5][c:6]1[cH:7][c:8]([O:14][c:15]2[c:16]([CH2:28][N:29]3[C:30](=[O:34])[O:31][CH2:32][CH2:33]3)[cH:17][c:18]([NH:21][C:22]([C:23]([CH3:24])([CH3:25])[CH3:26])=[O:27])[cH:19][cH:20]2)[c:9]([O:12][CH3:13])[cH:10][cH:11]1)[OH:35]. Yield: 86.0%. Starting materials: FC1=CC=C(C=C1)N(C(=O)N1OC(NC1=O)=O)C(C)C (N-(4-Fluorophenyl)-N-(1-methylethyl)-3,5-dioxo-1,2,4-oxadiazolidine-2-carboxamide), C(C)(C)OC(OC(C)C)OC(C)C (triisopropylorthoformate). Reaction conditions: time 8 hour. As a reaction SMILES: [F:1][C:2]1[CH:7]=[CH:6][C:5]([N:8]([CH:18]([CH3:20])[CH3:19])[C:9]([N:11]2[C:15](=[O:16])[NH:14][C:13](=[O:17])[O:12]2)=[O:10])=[CH:4][CH:3]=1.[CH:21](OC(OC(C)C)OC(C)C)([CH3:23])[CH3:22]>>[F:1][C:2]1[CH:7]=[CH:6][C:5]([N:8]([CH:18]([CH3:20])[CH3:19])[C:9]([N:11]2[C:15](=[O:16])[N:14]([CH:21]([CH3:23])[CH3:22])[C:13](=[O:17])[O:12]2)=[O:10])=[CH:4][CH:3]=1. Procedure details: A solution of the compound of Step A (1.0 g, 3.6 mmol) in 20 mL of triisopropylorthoformate was heated at 145° C. for 2 h and then allowed to stir at ambient temperature overnight. The volatiles were removed under reduced pressure, and the residue recrystallized from methanol to give 0.99 g (86%) of the title compound, a compound of this invention, as a solid melting at 78-80° C. Product: FC1=CC=C(C=C1)N(C(=O)N1OC(N(C1=O)C(C)C)=O)C(C)C (N-(4-Fluorophenyl)-N,4-bis(1-methylethyl)-3,5-dioxo-1,2,4-oxadiazolidine-2-carboxamide). Reactants: OCC1=C(C(=NC(=C1F)F)F)F (4-HYDROXYMETHYL-2,3,5,6-TETRAFLUOROPYRIDINE), CNC (dimethylamine), O (water). Solvent: C(C)O (ethanol). The product is CN(C1=NC(=C(C(=C1F)CO)F)F)C (2-dimethylamino-4-hydroxymethyl-3,5,6-trifluoropyridine). Isolated yield 87.3%. Reaction SMILES: [OH:1][CH2:2][C:3]1[C:8]([F:9])=[C:7](F)[N:6]=[C:5]([F:11])[C:4]=1[F:12].[CH3:13][NH:14][CH3:15].O>C(O)C>[CH3:13][N:14]([CH3:15])[C:7]1[C:8]([F:9])=[C:3]([CH2:2][OH:1])[C:4]([F:12])=[C:5]([F:11])[N:6]=1. Reported procedure: A mixture of 1.0 g (0.0055 mole) of 4-hydroxymethyl-2,3,5,6-tetrafluoropyridine (from Example 5) and 0.23 g (0.0050 mole) of dimethylamine in 25 ml of ethanol was refluxed for approximately twenty hours. The reaction mixture was cooled and was poured into water. This mixture was extracted with diethyl ether. The extract was dried over anhydrous magnesium sulfate, filtered, and the solvent evaporated under reduced pressure, yielding 0.9 g of 2-dimethylamino-4-hydroxymethyl-3,5,6-trifluoropyridine... Reactants: C1(=CC=CC=C1)C (toluene), [H-].C(C(C)C)[Al+]CC(C)C (diisobutylaluminium hydride), S(=O)(=O)([O-])[O-].[Na+].[Na+] (sodium sulfate), FC(C=1C=C(C=CC1)CCC(=O)OC)(F)F (Methyl 3-[3-(trifluoromethyl)phenyl]propanoate). Solvent: CCCCCC (n-hexane), CO (methanol), C(C)(=O)OCC (ethyl acetate). Conditions: temperature -77.5 celsius. Product: FC(C=1C=C(C=CC1)CCC=O)(F)F (3-[3-(trifluoromethyl)phenyl]propionaldehyde). RXN SMILES: C1(C)C=CC=CC=1.[H-].C([Al+]CC(C)C)C(C)C.[F:18][C:19]([F:33])([F:32])[C:20]1[CH:21]=[C:22]([CH2:26][CH2:27][C:28](OC)=[O:29])[CH:23]=[CH:24][CH:25]=1.S([O-])([O-])(=O)=O.[Na+].[Na+]>CCCCCC.C(OCC)(=O)C.CO>[F:18][C:19]([F:32])([F:33])[C:20]1[CH:21]=[C:22]([CH2:26][CH2:27][CH:28]=[O:29])[CH:23]=[CH:24][CH:25]=1 |f:1.2,4.5.6|. Procedure details: Methyl 3-[3-(trifluoromethyl)phenyl]propanoate (5 gm) as obtained in example 2 was added to toluene (50 ml) and then cooled to −75 to −80° C. To the solution was added a solution of diisobutylaluminium hydride (4.59 gm) in n-hexane (33 ml) slowly for 1 hour 30 minutes at −75 to −80° C. The reaction mass was maintained for 1 hour at −75 to −80° C. and then added methanol (5 ml) at −75 to −80° C. The temperature of the reaction mass was raised to 0° C. and the reaction mass was poured to the chill... Reactants: Mg, II (iodine), Grignard reagent, C(C1=CC=CC=C1)(=O)Cl (benzoyl chloride), Grignard reagent, BrC1=CC(=C(C=C1)Cl)OCC (1-bromo-4-chloro-3-ethoxybenzene). The solvent is C1CCOC1 (THF), C1CCOC1 (THF). Reaction conditions: time 5 hour. The product is C(C1=CC=CC=C1)(=O)C1=CC=CC=C1 (benzophenone). As a reaction SMILES: II.Br[C:4]1[CH:9]=[CH:8][C:7](Cl)=[C:6](OCC)[CH:5]=1.[C:14](Cl)(=[O:21])[C:15]1[CH:20]=[CH:19][CH:18]=[CH:17][CH:16]=1>C1COCC1>[C:14]([C:4]1[CH:5]=[CH:6][CH:7]=[CH:8][CH:9]=1)(=[O:21])[C:15]1[CH:20]=[CH:19][CH:18]=[CH:17][CH:16]=1. Reported procedure: 8.7 g (357.06 mmol) of Mg and a small amount of iodine were dissolved in 200 ml of THF, and 84.6 g (324.6 mmol) of 1-bromo-4-chloro-3-ethoxybenzene dissolved in 500 ml of THF was added dropwise to the resulting solution. After addition, the resulting mixture was refluxed for 3 hours to prepare a Grignard reagent which was then cooled to room temperature. Thereafter, a Grignard reagent containing 50.2 g (357.06 mmol) of benzoyl chloride was added dropwise to the obtained product and stirred for 5... Reactants: ClC1=CC=C(N=N1)OCC(=O)OCC (ethyl 2-(6-chloropyridazine-3-yloxy)acetate), C1(CC1)C(=O)N1CCC(CC1)NC (cyclopropyl (4-(methylamino)piperidine-1-yl)methanone). The product is ClC1=CC=C(N=N1)OCC(=O)N(C)C1CCN(CC1)C(=O)C1CC1 (2-(6-chloropyridazine-3-yloxy)-N-(1-(cyclopropanecarbonyl)piperidine-4yl)-N-methylacetamide). The yield is 63.0%. As a reaction SMILES: [Cl:1][C:2]1[N:7]=[N:6][C:5]([O:8][CH2:9][C:10]([O:12]CC)=O)=[CH:4][CH:3]=1.[CH:15]1([C:18]([N:20]2[CH2:25][CH2:24][CH:23]([NH:26][CH3:27])[CH2:22][CH2:21]2)=[O:19])[CH2:17][CH2:16]1>>[Cl:1][C:2]1[N:7]=[N:6][C:5]([O:8][CH2:9][C:10]([N:26]([CH:23]2[CH2:24][CH2:25][N:20]([C:18]([CH:15]3[CH2:17][CH2:16]3)=[O:19])[CH2:21][CH2:22]2)[CH3:27])=[O:12])=[CH:4][CH:3]=1. Reported procedure: The title compound was synthesized from ethyl 2-(6-chloropyridazine-3-yloxy)acetate and cyclopropyl (4-(methylamino)piperidine-1-yl)methanone in the same manner as in Example 105 (63% yield, in 2 steps).